Dataset: the Open Reaction Database (ORD), a public repository of structured organic reaction records. Task: describe an organic reaction: reactants, conditions, products, and yield The product is CCC(=O)O, CC(C)(C)n1nnc(Cc2ccccc2)n1. As a reaction SMILES: [C:1]([CH2:2][CH3:3])(=[O:4])[OH:5].[CH3:6][C:7]([CH3:8])([CH3:9])[c:10]1[cH:11][cH:12][c:13]([CH2:16][c:17]2[n:18][n:19][n:20]([C:22]([CH3:23])([CH3:24])[CH3:25])[n:21]2)[cH:14][cH:15]1.[OH:26][C:27]([C:28]([F:29])([F:30])[F:31])=[O:32]>>[C:1]([CH2:2][CH3:3])(=[O:4])[OH:5].[cH:10]1[cH:11][cH:12][c:13]([CH2:16][c:17]2[n:18][n:19][n:20]([C:22]([CH3:23])([CH3:24])[CH3:25])[n:21]2)[cH:14][cH:15]1. The reactants are CCC(=O)O, CC(C)(C)c1ccc(Cc2nnn(C(C)(C)C)n2)cc1, O=C(O)C(F)(F)F. Reactants: [OH-].[Na+] (sodium hydroxide), COC=1C=C2C(=CC=NC2=CC1)CCC[C@H]1[C@H](CN(CC1)CC#CC1=CC(=CC(=C1)F)F)CC(=O)OC (methyl (3R,4R)-4-[3-(6-methoxyquinolin-4-yl)propyl]-1-[3-(3,5-difluorophenyl)prop-2-ynyl]piperidine-3-acetate). Solvent: O (water), O1CCOCC1 (dioxane), C(C)OCC (diethyl ether). Run at temperature 60 celsius, time 3 day. The product is COC=1C=C2C(=CC=NC2=CC1)CCC[C@H]1[C@H](CN(CC1)CC#CC1=CC(=CC(=C1)F)F)CC(=O)O ((3R,4R)-4-[3-(6-methoxyquinolin-4-yl)propyl]-1-[3-(3,5-difluorophenyl)prop-2-ynyl]piperidine-3-acetic acid). The yield is 88.2%. RXN SMILES: [OH-].[Na+].[CH3:3][O:4][C:5]1[CH:6]=[C:7]2[C:12](=[CH:13][CH:14]=1)[N:11]=[CH:10][CH:9]=[C:8]2[CH2:15][CH2:16][CH2:17][C@@H:18]1[CH2:23][CH2:22][N:21]([CH2:24][C:25]#[C:26][C:27]2[CH:32]=[C:31]([F:33])[CH:30]=[C:29]([F:34])[CH:28]=2)[CH2:20][C@@H:19]1[CH2:35][C:36]([O:38]C)=[O:37]>O1CCOCC1.O.C(OCC)C>[CH3:3][O:4][C:5]1[CH:6]=[C:7]2[C:12](=[CH:13][CH:14]=1)[N:11]=[CH:10][CH:9]=[C:8]2[CH2:15][CH2:16][CH2:17][C@@H:18]1[CH2:23][CH2:22][N:21]([CH2:24][C:25]#[C:26][C:27]2[CH:28]=[C:29]([F:34])[CH:30]=[C:31]([F:33])[CH:32]=2)[CH2:20][C@@H:19]1[CH2:35][C:36]([OH:38])=[O:37] |f:0.1|. Reported procedure: 0.83 cm3 of 5N aqueous sodium hydroxide solution was introduced with stirring, at a temperature in the region of 20° C., into a solution of 0.525 g of methyl (3R,4R)-4-[3-(6-methoxyquinolin-4-yl)propyl]-1-[3-(3,5-difluorophenyl)prop-2-ynyl]piperidine-3-acetate in 5 cm3 of dioxane and then the mixture was heated for 3 hours at a temperature in the region of 60° C. After cooling to approximately 20° C., the mixture was stirred for 3 days and then concentrated under reduced pressure (5 kPa) at a te... Reactants: SCCC(=O)N1C(C(=O)O)CCC(C1)O (1-(3-mercaptopropanoyl)-5-hydroxy-L-pipecolic acid), SCCC(=O)N1[C@H](C(=O)O)CCC1 (3-mercaptopropanoyl-L-proline). The product is C(C)SSCCC(=O)N1C(C(=O)O)CCC(C1)O (1-[3-(ethyldithio)propanoyl]-5-hydroxy-L-pipecolic acid). Reaction SMILES: [SH:1][CH2:2][CH2:3][C:4]([N:6]1[CH2:14][CH:13]([OH:15])[CH2:12][CH2:11][CH:7]1[C:8]([OH:10])=[O:9])=[O:5].[SH:16][CH2:17][CH2:18]C(N1CCC[C@H]1C(O)=O)=O>>[CH2:17]([S:16][S:1][CH2:2][CH2:3][C:4]([N:6]1[CH2:14][CH:13]([OH:15])[CH2:12][CH2:11][CH:7]1[C:8]([OH:10])=[O:9])=[O:5])[CH3:18]. Procedure details: By substituting 1-(3-mercaptopropanoyl)-5-hydroxy-L-pipecolic acid for the 3-mercaptopropanoyl-L-proline in the procedure of Example 97, 1-[3-(ethyldithio)propanoyl]-5-hydroxy-L-pipecolic acid is obtained.